From a dataset of the Open Reaction Database (ORD), a public repository of structured organic reaction records. describe an organic reaction: reactants, conditions, products, and yield Starting materials: BrC=1C=C2C(=NNC(C2=CC1)=O)Cl (6-bromo-4-chloro-2H-phthalazin-1-one), CC1=C(CN)C=CC=C1 (2-methyl-benzylamine), C=1C=CC(=CC1)P(C=2C=CC=CC2)C3=CC=C4C=CC=CC4=C3C5=C6C=CC=CC6=CC=C5P(C=7C=CC=CC7)C=8C=CC=CC8 (rac-BINAP), CC(C)(C)[O-].[Na+] (NaOt-Bu). Reagents/catalysts: C=1C=CC(=CC1)/C=C/C(=O)/C=C/C2=CC=CC=C2.C=1C=CC(=CC1)/C=C/C(=O)/C=C/C2=CC=CC=C2.C=1C=CC(=CC1)/C=C/C(=O)/C=C/C2=CC=CC=C2.[Pd].[Pd] (Pd2(dba)3). Solvent: CC(=O)N(C)C (DMA), CCOC(=O)C (EtOAc). Yields the product ClC1=NNC(C2=CC=C(C=C12)NCC1=C(C=CC=C1)C)=O (4-Chloro-6-(2-methyl-benzylamino)-2H-phthalazin-1-one). As a reaction SMILES: Br[C:2]1[CH:3]=[C:4]2[C:9](=[CH:10][CH:11]=1)[C:8](=[O:12])[NH:7][N:6]=[C:5]2[Cl:13].[CH3:14][C:15]1[CH:22]=[CH:21][CH:20]=[CH:19][C:16]=1[CH2:17][NH2:18].C1C=CC(P(C2C(C3C(P(C4C=CC=CC=4)C4C=CC=CC=4)=CC=C4C=3C=CC=C4)=C3C(C=CC=C3)=CC=2)C2C=CC=CC=2)=CC=1.CC([O-])(C)C.[Na+]>CC(N(C)C)=O.CCOC(C)=O.C1C=CC(/C=C/C(/C=C/C2C=CC=CC=2)=O)=CC=1.C1C=CC(/C=C/C(/C=C/C2C=CC=CC=2)=O)=CC=1.C1C=CC(/C=C/C(/C=C/C2C=CC=CC=2)=O)=CC=1.[Pd].[Pd]>[Cl:13][C:5]1[C:4]2[C:9](=[CH:10][CH:11]=[C:2]([NH:18][CH2:17][C:16]3[CH:19]=[CH:20][CH:21]=[CH:22][C:15]=3[CH3:14])[CH:3]=2)[C:8](=[O:12])[NH:7][N:6]=1 |f:3.4,7.8.9.10.11|. Reported procedure: A mixture 6-bromo-4-chloro-2H-phthalazin-1-one (150 mg, 0.58 mmol), 2-methyl-benzylamine (0.080 mL, 0.64 mmol), Pd2(dba)3 (53 mg, 0.058 mmol), rac-BINAP (108 mg, 0.17 mmol) and NaOt-Bu (140 mg, 1.45 mmol) in DMA (6 mL) was heated at 80° C. for 1 h. The mixture was allowed to cool, diluted with EtOAc (25 mL) and washed with water (25 mL). The organic layer was dried over anhydrous sodium sulfate and concentrated. Chromatography on silica (EtOAc/hexanes) yielded the title compound. 4-Chloro-6-(2-m... Starting materials: CCOC(C)=O, CC(=O)O, CCO, O=Cc1ccccc1, [H][H], NC1CCCc2ccc(O)cc2C1. Product: Oc1ccc2c(c1)CC(NCc1ccccc1)CCC2. Reaction SMILES: [CH3:24][CH2:25][O:26][C:27](=[O:28])[CH3:29].[CH3:30][C:31](=[O:32])[OH:33].[CH3:34][CH2:35][OH:36].[CH:14](=[O:15])[c:16]1[cH:17][cH:18][cH:19][cH:20][cH:21]1.[H:22][H:23].[NH2:1][CH:2]1[CH2:3][CH2:4][CH2:5][c:6]2[c:7]([cH:9][c:10]([OH:13])[cH:11][cH:12]2)[CH2:8]1>>[NH:1]([CH:2]1[CH2:3][CH2:4][CH2:5][c:6]2[c:7]([cH:9][c:10]([OH:13])[cH:11][cH:12]2)[CH2:8]1)[CH2:14][c:16]1[cH:17][cH:18][cH:19][cH:20][cH:21]1. Starting materials: Br (hydrogen bromide), FC1=CC=C(C[C@H]2N(CC[C@@H](C2)C2=CC(NO2)=O)C(=O)OC)C=C1 ((2S,4S)-Methyl 2-(4-fluorobenzyl)-4-(3-oxo-2,3-dihydroisoxazol-5-yl)piperidine-1-carboxylate), Br (hydrogen bromide), Br (hydrogen bromide). Reaction conditions: time 24 hour. The product is FC1=CC=C(C[C@H]2NCC[C@@H](C2)C2=CC(NO2)=O)C=C1 (5-((2S,4S)-2-(4-fluorobenzyl)piperidin-4-yl)isoxazol-3(2H)-one). Isolated yield 70724.7%. Reaction SMILES: [F:1][C:2]1[CH:24]=[CH:23][C:5]([CH2:6][C@@H:7]2[CH2:12][C@@H:11]([C:13]3[O:17][NH:16][C:15](=[O:18])[CH:14]=3)[CH2:10][CH2:9][N:8]2C(OC)=O)=[CH:4][CH:3]=1.Br>>[F:1][C:2]1[CH:24]=[CH:23][C:5]([CH2:6][C@@H:7]2[CH2:12][C@@H:11]([C:13]3[O:17][NH:16][C:15](=[O:18])[CH:14]=3)[CH2:10][CH2:9][NH:8]2)=[CH:4][CH:3]=1. Reported procedure: (2S,4S)-Methyl 2-(4-fluorobenzyl)-4-(3-oxo-2,3-dihydroisoxazol-5-yl)piperidine-1-carboxylate (81 mg, 0.24 mmol) was dissolved in hydrogen bromide (33% in acetic acid, 2 mL, 11.42 mmol) and the mixture stirred at room temperature for 24 h, then more hydrogen bromide (33% in acetic acid, 0.5 mL) was added and stirring continued overnight, then more hydrogen bromide (33% in acetic acid, 1 mL) was added and stirring continued overnight. The solvent was evaporated and the residue purified by preparat... The reactants are ClCCl, O=[N+]([O-])c1cnc2cccnc2c1Cl, CC(C)(O)CN. The product is CC(C)(O)CNc1c([N+](=O)[O-])cnc2cccnc12. As a reaction SMILES: [Cl:21][CH2:22][Cl:23].[Cl:7][c:8]1[c:9]([N+:18](=[O:19])[O-:20])[cH:10][n:11][c:12]2[cH:13][cH:14][cH:15][n:16][c:17]12.[NH2:1][CH2:2][C:3]([CH3:4])([OH:5])[CH3:6]>>[NH:1]([CH2:2][C:3]([CH3:4])([OH:5])[CH3:6])[c:8]1[c:9]([N+:18](=[O:19])[O-:20])[cH:10][n:11][c:12]2[cH:13][cH:14][cH:15][n:16][c:17]12.